From a dataset of the Open Reaction Database (ORD), a public repository of structured organic reaction records. describe an organic reaction: reactants, conditions, products, and yield Reactants: C(C)(C)(C)OC(=O)NC1CCN(CC1)C(=O)OCC1=CC(=CC(=C1)Cl)Cl (3,5-Dichlorobenzyl 4-(tert-butoxycarbonylamino)piperidine-1-carboxylate), Cl (HCl), O1CCOCC1 (dioxane). Run in C(Cl)Cl (DCM). Reaction conditions: time 2 hour. Product: NC1CCN(CC1)C(=O)OCC1=CC(=CC(=C1)Cl)Cl (3,5-Dichlorobenzyl 4-aminopiperidine-1-carboxylate), hydrochloride salt. Reaction SMILES: C(OC([NH:8][CH:9]1[CH2:14][CH2:13][N:12]([C:15]([O:17][CH2:18][C:19]2[CH:24]=[C:23]([Cl:25])[CH:22]=[C:21]([Cl:26])[CH:20]=2)=[O:16])[CH2:11][CH2:10]1)=O)(C)(C)C.Cl.O1CCOCC1>C(Cl)Cl>[NH2:8][CH:9]1[CH2:10][CH2:11][N:12]([C:15]([O:17][CH2:18][C:19]2[CH:24]=[C:23]([Cl:25])[CH:22]=[C:21]([Cl:26])[CH:20]=2)=[O:16])[CH2:13][CH2:14]1. Procedure details: To a solution of 3,5-dichlorobenzyl 4-(tert-butoxycarbonylamino)piperidine-1-carboxylate (step 1)(5.3098 g, 13.17 mmol) in DCM (20 ml) was added 4M HCl in dioxane (33 ml, 132 mmol) and the mixture was stirred at RT for 2 hrs. The reaction mixture was concentrated under reduced pressure to afford the title product as hydrochloride salt; Starting materials: OC1=CC=C(C=C1)C1C(CN(CC1)C(=O)OC(C)(C)C)OCC1=CC=C2CCC(N(C2=C1)CCCOC)=O (tert-butyl 4-(4-hydroxyphenyl)-3-[1-(3-methoxypropyl)-2-oxo-1,2,3,4-tetrahydroquinolin-7-ylmethoxy]piperidine-1-carboxylate), BrCCCCOC1=C(C=CC=C1)Cl (1-(4-bromobutoxy)-2-chlorobenzene). Product: ClC1=C(OCCCCOC2=CC=C(C=C2)C2C(CN(CC2)C(=O)OC(C)(C)C)OCC2=CC=C3CCC(N(C3=C2)CCCOC)=O)C=CC=C1 (tert-Butyl 4-{4-[4-(2-chlorophenoxy)butoxy]phenyl}-3-[1-(3-methoxypropyl)-2-oxo-1,2,3,4-tetrahydroquinolin-7-ylmethoxy]piperidine-1-carboxylate). As a reaction SMILES: [OH:1][C:2]1[CH:7]=[CH:6][C:5]([CH:8]2[CH2:13][CH2:12][N:11]([C:14]([O:16][C:17]([CH3:20])([CH3:19])[CH3:18])=[O:15])[CH2:10][CH:9]2[O:21][CH2:22][C:23]2[CH:32]=[C:31]3[C:26]([CH2:27][CH2:28][C:29](=[O:38])[N:30]3[CH2:33][CH2:34][CH2:35][O:36][CH3:37])=[CH:25][CH:24]=2)=[CH:4][CH:3]=1.Br[CH2:40][CH2:41][CH2:42][CH2:43][O:44][C:45]1[CH:50]=[CH:49][CH:48]=[CH:47][C:46]=1[Cl:51]>>[Cl:51][C:46]1[CH:47]=[CH:48][CH:49]=[CH:50][C:45]=1[O:44][CH2:43][CH2:42][CH2:41][CH2:40][O:1][C:2]1[CH:7]=[CH:6][C:5]([CH:8]2[CH2:13][CH2:12][N:11]([C:14]([O:16][C:17]([CH3:19])([CH3:20])[CH3:18])=[O:15])[CH2:10][CH:9]2[O:21][CH2:22][C:23]2[CH:32]=[C:31]3[C:26]([CH2:27][CH2:28][C:29](=[O:38])[N:30]3[CH2:33][CH2:34][CH2:35][O:36][CH3:37])=[CH:25][CH:24]=2)=[CH:4][CH:3]=1. Procedure: Analogously to Method I, 0.100 g of tert-butyl 4-(4-hydroxyphenyl)-3-[1-(3-methoxypropyl)-2-oxo-1,2,3,4-tetrahydroquinolin-7-ylmethoxy]piperidine-1-carboxylate (Example 44d) and 0.060 g of 1-(4-bromobutoxy)-2-chlorobenzene are used to prepare the title compound. Rf=0.28 (2:1 EtOAc-heptane); Rt=6.17. The reactants are BrCCCBr, O=C([O-])[O-], CC(C)=O, [K+], [K+], CN(C)C=O, CCCCCCCCCCCCCCCCCCOc1cc(O)cc(C(=O)OCc2ccccc2)c1. Yields the product CCCCCCCCCCCCCCCCCCOc1cc(OCCCBr)cc(C(=O)OCc2ccccc2)c1. RXN SMILES: [Br:37][CH2:38][CH2:39][CH2:40][Br:41].[C:42](=[O:43])([O-:44])[O-:45].[CH3:48][C:49](=[O:50])[CH3:51].[K+:46].[K+:47].[O:52]=[CH:53][N:54]([CH3:55])[CH3:56].[c:1]1([CH2:7][O:8][C:9]([c:10]2[cH:11][c:12]([OH:35])[cH:13][c:14]([O:16][CH2:17][CH2:18][CH2:19][CH2:20][CH2:21][CH2:22][CH2:23][CH2:24][CH2:25][CH2:26][CH2:27][CH2:28][CH2:29][CH2:30][CH2:31][CH2:32][CH2:33][CH3:34])[cH:15]2)=[O:36])[cH:2][cH:3][cH:4][cH:5][cH:6]1>>[c:1]1([CH2:7][O:8][C:9]([c:10]2[cH:11][c:12]([O:35][CH2:40][CH2:39][CH2:38][Br:37])[cH:13][c:14]([O:16][CH2:17][CH2:18][CH2:19][CH2:20][CH2:21][CH2:22][CH2:23][CH2:24][CH2:25][CH2:26][CH2:27][CH2:28][CH2:29][CH2:30][CH2:31][CH2:32][CH2:33][CH3:34])[cH:15]2)=[O:36])[cH:2][cH:3][cH:4][cH:5][cH:6]1. The reactants are [BH4-], CCOC(=O)c1coc(C=O)n1, CCO, [Cl-], N#N, [NH4+], [Na+]. Yields the product CCOC(=O)c1coc(CO)n1. As a reaction SMILES: [BH4-:15].[CH2:3]([CH3:4])[O:5][C:6](=[O:7])[c:8]1[n:9][c:10]([CH:13]=[O:14])[o:11][cH:12]1.[CH3:19][CH2:20][OH:21].[Cl-:17].[N:1]#[N:2].[NH4+:18].[Na+:16]>>[CH2:3]([CH3:4])[O:5][C:6](=[O:7])[c:8]1[n:9][c:10]([CH2:13][OH:14])[o:11][cH:12]1. The reactants are 188.8, ClC(=O)OC (methyl chloroformate), C(Cl)Cl (methylene chloride), N1=CC=CC=C1 (pyridine), CNS(=O)(=O)Cl (methylsulfamic acid chloride). Solvent: O (water). The product is COC(=O)N(S(=O)(=O)Cl)C (N-methoxycarbonyl-N-methylsulfamic acid chloride). Isolated yield 91.0%. Reaction SMILES: N1C=CC=CC=1.Cl[C:8]([O:10][CH3:11])=[O:9].C(Cl)Cl.[CH3:15][NH:16][S:17]([Cl:20])(=[O:19])=[O:18]>O>[CH3:11][O:10][C:8]([N:16]([CH3:15])[S:17]([Cl:20])(=[O:19])=[O:18])=[O:9]. Procedure: 158.2 parts of pyridine are added at -10° C., while stirring, to a solution of 188.8 parts of methyl chloroformate in 1,200 parts of methylene chloride. Then 259.2 parts of methylsulfamic acid chloride are added at the same temperature while stirring, and the mixture is stirred for half an hour at 0° C. and for one hour at 25° C. The reaction mixture is then stirred for 6 minutes with 600 parts of water at 5° C. and pH 1. The organic phase is then separated off from the 2-phase mixture formed, a... Reactants: CCCCCCC, O=C(Cl)OC1CCCCC1, ClCCl, Clc1ccc(-n2nc3ccccc3c2NC2CCCCC2)cc1, [H-], [Na+], CN(C)C=O. Product: O=C(OC1CCCCC1)N(c1c2ccccc2nn1-c1ccc(Cl)cc1)C1CCCCC1. RXN SMILES: [CH3:39][CH2:40][CH2:41][CH2:42][CH2:43][CH2:44][CH3:45].[Cl:26][C:27](=[O:28])[O:29][CH:30]1[CH2:31][CH2:32][CH2:33][CH2:34][CH2:35]1.[Cl:36][CH2:37][Cl:38].[Cl:3][c:4]1[cH:5][cH:6][c:7](-[n:10]2[n:11][c:12]3[cH:13][cH:14][cH:15][cH:16][c:17]3[c:18]2[NH:19][CH:20]2[CH2:21][CH2:22][CH2:23][CH2:24][CH2:25]2)[cH:8][cH:9]1.[H-:2].[Na+:1].[O:46]=[CH:47][N:48]([CH3:49])[CH3:50]>>[Cl:3][c:4]1[cH:5][cH:6][c:7](-[n:10]2[n:11][c:12]3[cH:13][cH:14][cH:15][cH:16][c:17]3[c:18]2[N:19]([CH:20]2[CH2:21][CH2:22][CH2:23][CH2:24][CH2:25]2)[C:27](=[O:28])[O:29][CH:30]2[CH2:31][CH2:32][CH2:33][CH2:34][CH2:35]2)[cH:8][cH:9]1.